Dataset: the Open Reaction Database (ORD), a public repository of structured organic reaction records. Task: describe an organic reaction: reactants, conditions, products, and yield The reactants are Cl (hydrochloric acid), ClC=1C(=C(C=CC1)N(CC(=O)NCC=1C=C(C(=O)O)C=CC1)S(=O)(=O)C1=CC=C(C=C1)C)C (3-[({N-(3-chloro-2-methylphenyl)-N-[(4-methylphenyl)sulfonyl]glycyl}amino)methyl]benzoic acid), C(=O)(N1C=NC=C1)N1C=NC=C1 (1,1′-carbonyldiimidazole), CS(=O)(=O)N (methane sulfonamide), C1CCC2=NCCCN2CC1 (DBU). The solvent is CN(C)C=O (DMF). Run at time 1 hour. Product: ClC=1C(=C(C=CC1)N(CC(=O)NCC=1C=C(C(=O)NS(=O)(=O)C)C=CC1)S(=O)(=O)C1=CC=C(C=C1)C)C (3-[({N-(3-chloro-2-methylphenyl)-N-[(4-methylphenyl)sulfonyl]glycyl}amino)methyl]-N-(methylsulfonyl)benzamide). Yield: 98.2%. Reaction SMILES: [Cl:1][C:2]1[C:3]([CH3:33])=[C:4]([N:8]([S:23]([C:26]2[CH:31]=[CH:30][C:29]([CH3:32])=[CH:28][CH:27]=2)(=[O:25])=[O:24])[CH2:9][C:10]([NH:12][CH2:13][C:14]2[CH:15]=[C:16]([CH:20]=[CH:21][CH:22]=2)[C:17]([OH:19])=O)=[O:11])[CH:5]=[CH:6][CH:7]=1.C(N1C=CN=C1)(N1C=CN=C1)=O.[CH3:46][S:47]([NH2:50])(=[O:49])=[O:48].C1CCN2C(=NCCC2)CC1.Cl>CN(C=O)C>[Cl:1][C:2]1[C:3]([CH3:33])=[C:4]([N:8]([S:23]([C:26]2[CH:27]=[CH:28][C:29]([CH3:32])=[CH:30][CH:31]=2)(=[O:24])=[O:25])[CH2:9][C:10]([NH:12][CH2:13][C:14]2[CH:15]=[C:16]([CH:20]=[CH:21][CH:22]=2)[C:17]([NH:50][S:47]([CH3:46])(=[O:49])=[O:48])=[O:19])=[O:11])[CH:5]=[CH:6][CH:7]=1. Reported procedure: 182 mg of 3-[({N-(3-chloro-2-methylphenyl)-N-[(4-methylphenyl)sulfonyl]glycyl}amino)methyl]benzoic acid was dissolved in 0.50 mL of DMF, and 75 mg of 1,1′-carbonyldiimidazole was added thereto, followed by stirring at room temperature for 1 hour. To the reaction liquid were added 40 mg of methane sulfonamide and 66 mg of DBU, followed by stirring at 50° C. for 8 hours. The reaction liquid was acidified by addition of 2.50 mL of 1 M hydrochloric acid, and then extracted with a mixed solvent of ch... Run at temperature 90 celsius. The solvent is O (water), C(C)(=O)O (acetic acid). As a reaction SMILES: [F:1][C:2]1[CH:28]=[CH:27][CH:26]=[C:25]([F:29])[C:3]=1[C:4]([NH:6][C:7]([NH:9][C:10]1[CH:15]=[C:14]([Cl:16])[C:13]([S:17][C:18]([F:23])([F:22])[CH:19]([F:21])[F:20])=[CH:12][C:11]=1[Cl:24])=[O:8])=[O:5].[OH:30]O>C(O)(=O)C.O>[F:1][C:2]1[CH:28]=[CH:27][CH:26]=[C:25]([F:29])[C:3]=1[C:4]([NH:6][C:7]([NH:9][C:10]1[CH:15]=[C:14]([Cl:16])[C:13]([S:17]([C:18]([F:22])([F:23])[CH:19]([F:21])[F:20])=[O:30])=[CH:12][C:11]=1[Cl:24])=[O:8])=[O:5]. Procedure details: In 20 ml of acetic acid was dissolved under heating 0.4 g of N-(2,6-difluorobenzoyl)-N'-[2,5-dichloro-4-(1,1,2,2-tetrafluoroethylthio)phenyl]urea, and 1 ml of 30% hydrogen peroxide aqueous solution was added to the solution, followed by heating at 90° C. for 3.5 hours. The reaction mixture was diluted with water, and the crystals which separated out were recovered by filtration, and washed with water and ethanol successively to give 0.4 g of N-(2,6-difluorobenzoyl)-N'-[2,5-dichloro-4-(1,1,2,2-te... Product: FC1=C(C(=O)NC(=O)NC2=C(C=C(C(=C2)Cl)S(=O)C(C(F)F)(F)F)Cl)C(=CC=C1)F (N-(2,6-difluorobenzoyl)-N'-[2,5-dichloro-4-(1,1,2,2-tetrafluoroethylsulfinyl)phenyl]urea). The reactants are FC1=C(C(=O)NC(=O)NC2=C(C=C(C(=C2)Cl)SC(C(F)F)(F)F)Cl)C(=CC=C1)F (N-(2,6-difluorobenzoyl)-N'-[2,5-dichloro-4-(1,1,2,2-tetrafluoroethylthio)phenyl]urea), OO (hydrogen peroxide). Reactants: FC1=C2C=C(NC2=CC=C1)C(=O)N (4-fluoro-1H-indole-2-carboxamide), [H-].[H-].[H-].[H-].[Li+].[Al+3] (LiAlH4), [O-]S(=O)(=O)[O-].[Na+].[Na+] (Na2SO4). Solvent: C1CCOC1 (THF). Conditions: temperature 80 celsius. Product: FC1=C2C=C(NC2=CC=C1)CN ((4-Fluoro-1H-indol-2-yl)methanamine). Yield: 33.4%. Reaction SMILES: [F:1][C:2]1[CH:10]=[CH:9][CH:8]=[C:7]2[C:3]=1[CH:4]=[C:5]([C:11]([NH2:13])=O)[NH:6]2.[H-].[H-].[H-].[H-].[Li+].[Al+3].[O-]S([O-])(=O)=O.[Na+].[Na+]>C1COCC1>[F:1][C:2]1[CH:10]=[CH:9][CH:8]=[C:7]2[C:3]=1[CH:4]=[C:5]([CH2:11][NH2:13])[NH:6]2 |f:1.2.3.4.5.6,7.8.9|. Reported procedure: To a solution of 36 (130 mg, 0.730 mmol) in anhydrous THF (5.0 mL) was added LiAlH4 (138 mg, 3.65 mmol) at 0-5° C. The reaction mixture was heated at 80° C. overnight. After cooling to RT, the mixture was treated with aq. Na2SO4. The resulting mixture was extracted with EtOAc (3×10 mL). The combined organic layers were dried and concentrated. The residue was purified by SiO2 chromatography eluting with petroleum ether/EtOAc/TEA (10:10:0.5) to afford 40 mg (33%) of (4-fluoro-1H-indol-2-yl)methana... Starting materials: C(#CCCCCCCCC)C1=CC=C(C=O)C=C1 (4-dec-1-ynyl-benzaldehyde), NC1=CC=C(C=C1)/C=C/C(=O)OCC (ethyl (2E)-3-(4-aminophenyl)acrylate). Yields the product C(#CCCCCCCCC)C1=CC=C(CNC2=CC=C(C=C2)/C=C/C(=O)OCC)C=C1 (ethyl (2E)-3-{4-[(4-dec-1-ynylbenzyl)amino]phenyl}acrylate). Reaction SMILES: [C:1]([C:11]1[CH:18]=[CH:17][C:14]([CH:15]=O)=[CH:13][CH:12]=1)#[C:2][CH2:3][CH2:4][CH2:5][CH2:6][CH2:7][CH2:8][CH2:9][CH3:10].[NH2:19][C:20]1[CH:25]=[CH:24][C:23](/[CH:26]=[CH:27]/[C:28]([O:30][CH2:31][CH3:32])=[O:29])=[CH:22][CH:21]=1>>[C:1]([C:11]1[CH:18]=[CH:17][C:14]([CH2:15][NH:19][C:20]2[CH:21]=[CH:22][C:23](/[CH:26]=[CH:27]/[C:28]([O:30][CH2:31][CH3:32])=[O:29])=[CH:24][CH:25]=2)=[CH:13][CH:12]=1)#[C:2][CH2:3][CH2:4][CH2:5][CH2:6][CH2:7][CH2:8][CH2:9][CH3:10]. Reported procedure: The title compound was prepared following the procedure A using 4-dec-1-ynyl-benzaldehyde and ethyl (2E)-3-(4-aminophenyl)acrylate. (purification by flash chromatography on SiO2, EtOAc/c-Hex 1/7 to 1/6 in about 30 min.) as a yellow solid (61%). 1H NMR (CDCl3) δ: 7.59 (d, J=15.8 Hz, 1H), 7.36 (m, 4H), 7.26 (m, 2H), 6.57 (d, J=8.7 Hz, 2H), 6.21 (d, J=15.8 Hz, 1H), 4.35 (s, 2H), 4.23 (dd, J1=7.2 Hz, J2=14.3 Hz, 2H), 2.39 (t, J=7.2 Hz, 2H), 1.66-1.52 (m, 2H), 1.50-1.39 (m, 2H), 1.38-1.24 (m, 11H), 0...